This data is from the Open Reaction Database (ORD), a public repository of structured organic reaction records. The task is: describe an organic reaction: reactants, conditions, products, and yield The reactants are CCN(C(C)C)C(C)C, ClCCl, O=[N+]([O-])c1ccccc1, COC(=O)C(CN)NC(=O)OC(C)(C)C, O=S(=O)(Cl)Cl. Product: COC(=O)C(CNS(=O)(=O)c1ccccc1[N+](=O)[O-])NC(=O)OC(C)(C)C. RXN SMILES: [CH:16]([N:17]([CH2:18][CH3:19])[CH:20]([CH3:21])[CH3:22])([CH3:23])[CH3:24].[Cl:39][CH2:40][Cl:41].[N+:30](=[O:31])([O-:32])[c:33]1[cH:34][cH:35][cH:36][cH:37][cH:38]1.[NH2:1][CH2:2][CH:3]([C:4](=[O:5])[O:6][CH3:7])[NH:8][C:9](=[O:10])[O:11][C:12]([CH3:13])([CH3:14])[CH3:15].[S:25](=[O:26])(=[O:27])([Cl:28])[Cl:29]>>[NH:1]([CH2:2][CH:3]([C:4](=[O:5])[O:6][CH3:7])[NH:8][C:9](=[O:10])[O:11][C:12]([CH3:13])([CH3:14])[CH3:15])[S:25](=[O:26])(=[O:27])[c:34]1[c:33]([N+:30](=[O:31])[O-:32])[cH:38][cH:37][cH:36][cH:35]1. Starting materials: FC([C@](C(CC1=CC=C(C=C1)S(=O)(=O)C1=CC=CC=C1)O)(O)C)(F)F ((2S)-1,1,1-Trifluoro-2-methyl-4-(4-phenylsulfonylphenyl)-2,3-butanediol), OC(C(CC1=CC=C(C=C1)S(=O)(=O)C1=CC=CC=C1)=O)(C(F)(F)F)C (3-hydroxy-3-methyl-1-(4-phenylsulfonylphenyl)-4,4,4-trifluoro-2-butanone), [NH4+].[Cl-] (NH4Cl), [BH4-].[Na+] (NaBH4). Solvent: CO (methanol). Reaction conditions: time 15 minute. Yields the product FC([C@@](/C=C/C1=CC=C(C=C1)S(=O)(=O)C1=CC=CC=C1)(C)O)(F)F ((S)-(-)-4,4,4-Trifluoro-3-hydroxy-3-methyl-1-(4-phenylsulfonylphenyl)-trans-but-1-ene). RXN SMILES: [F:1][C:2]([F:25])([F:24])[C@@:3]([CH3:23])([OH:22])[CH:4](O)[CH2:5][C:6]1[CH:11]=[CH:10][C:9]([S:12]([C:15]2[CH:20]=[CH:19][CH:18]=[CH:17][CH:16]=2)(=[O:14])=[O:13])=[CH:8][CH:7]=1.OC(C)(C(F)(F)F)C(=O)CC1C=CC(S(C2C=CC=CC=2)(=O)=O)=CC=1.[BH4-].[Na+].[NH4+].[Cl-]>CO>[F:25][C:2]([F:1])([F:24])[C@:3]([OH:22])([CH3:23])/[CH:4]=[CH:5]/[C:6]1[CH:7]=[CH:8][C:9]([S:12]([C:15]2[CH:16]=[CH:17][CH:18]=[CH:19][CH:20]=2)(=[O:14])=[O:13])=[CH:10][CH:11]=1 |f:2.3,4.5|. Reported procedure: (2S)-1,1,1-Trifluoro-2-methyl-4-(4-phenylsulfonylphenyl)-2,3-butanediol. To a stirred, cooled 0° C. solution of 3-hydroxy-3-methyl-1-(4-phenylsulfonylphenyl)-4,4,4-trifluoro-2-butanone (3.7 g, 10 mmol) in 135 mL methanol was added NaBH4 (1.7 g, 44 mmol). The mixture was stirred for 15 minutes. 100 mL of saturated aqueous NH4Cl was added. The mixture was extracted with dichloromethane and the combined organic layers were dried and evaporated. The resulting solid was pre-absorbed onto silica gel a... Conditions: time 0.5 hour. Starting materials: ClC1=CC=C2CCNC2=C1 (6-chloroindoline), C(Cl)Cl (methylene chloride), OC=1C2=C(N=CN1)C=NC=C2 (4-hydroxy-pyrido[3,4-d]pyrimidine), FC(C(=O)OC(C(F)(F)F)=O)(F)F (trifluoroacetic anhydride). Procedure: To a suspension of 4-hydroxy-pyrido[3,4-d]pyrimidine (0.103 g, 0.70 mmol) in dry pyridine (2 ml) cooled in an ice-water bath was added dropwise trifluoroacetic anhydride (0.20 ml, 1.4 mmol). After stirring for 0.5 hour, 6-chloroindoline (0.10 g, 0.66 mmol) and pyridine (0.14 g, 1.81 mmol) in dry DMF (1.5 ml) was added dropwise. The cold bath was allowed to warm to ambient temperature and then heated at 70° C. for 3 hours. The reaction was cooled to ambient temperature and then added to methylene... The yield is 25.7%. Product: ClC1=CC=C2CCN(C2=C1)C=1C2=C(N=CN1)C=NC=C2 (4-(6-Chloro-2,3dihydro-indol-1-yl)-pyrido[3,4-d]pyrimidine). Reaction SMILES: O[C:2]1[C:3]2[CH:11]=[CH:10][N:9]=[CH:8][C:4]=2[N:5]=[CH:6][N:7]=1.FC(F)(F)C(OC(=O)C(F)(F)F)=O.[Cl:25][C:26]1[CH:34]=[C:33]2[C:29]([CH2:30][CH2:31][NH:32]2)=[CH:28][CH:27]=1.C(Cl)Cl>N1C=CC=CC=1.CN(C=O)C>[Cl:25][C:26]1[CH:34]=[C:33]2[C:29]([CH2:30][CH2:31][N:32]2[C:2]2[C:3]3[CH:11]=[CH:10][N:9]=[CH:8][C:4]=3[N:5]=[CH:6][N:7]=2)=[CH:28][CH:27]=1. Run in CN(C)C=O (DMF), N1=CC=CC=C1 (pyridine), N1=CC=CC=C1 (pyridine). Reactants: C(CCC)[Li] (n-butyllithium), C(C)(=O)O (Acetic acid), C(C=C)N1C=NC2=C1C=CC=C2 (1-allylbenzimidazole), C(=O)OCC (ethyl formate). Run in CCCCCC (hexane), O1CCCC1 (tetrahydrofuran). Run at temperature -20 celsius, time 1 hour. Product: C(C=C)N1C(=NC2=C1C=CC=C2)C=O (1-Allylbenzimidazole-2-carboxaldehyde). Reaction SMILES: [CH2:1]([N:4]1[C:8]2[CH:9]=[CH:10][CH:11]=[CH:12][C:7]=2[N:6]=[CH:5]1)[CH:2]=[CH2:3].C([Li])CCC.[CH:18](OCC)=[O:19].C(O)(=O)C>O1CCCC1.CCCCCC>[CH2:1]([N:4]1[C:8]2[CH:9]=[CH:10][CH:11]=[CH:12][C:7]=2[N:6]=[C:5]1[CH:18]=[O:19])[CH:2]=[CH2:3]. Reported procedure: To a solution of 10 g (0.053 mole) of 1-allylbenzimidazole in 75 ml of tetrahydrofuran cooled to -78° C. was added 20.68 ml (0.053 mole) of 2.6M n-butyllithium in hexane over a period of 15 minutes. After 30 minutes of stirring 4.28 ml (0.053 mole) of ethyl formate was added and the reaction allowed to stir for one hour. Acetic acid (3.03 ml, 0.053 mole) was added, the cooling bath removed and the mixture allowed to warm to -20° C. The mixture was poured into water and the product extracted (3×1...